From a dataset of the Open Reaction Database (ORD), a public repository of structured organic reaction records. describe an organic reaction: reactants, conditions, products, and yield The reactants are COc1ccc(C2=C(c3ccc(OCc4ccccc4)cc3)C(=O)C(C)(C)O2)cc1, CO, [H][H]. Product: COc1ccc(C2=C(c3ccc(O)cc3)C(=O)C(C)(C)O2)cc1. RXN SMILES: [CH2:1]([c:2]1[cH:3][cH:4][cH:5][cH:6][cH:7]1)[O:8][c:9]1[cH:10][cH:11][c:12]([C:15]2=[C:19]([c:20]3[cH:21][cH:22][c:23]([O:26][CH3:27])[cH:24][cH:25]3)[O:18][C:17]([CH3:28])([CH3:29])[C:16]2=[O:30])[cH:13][cH:14]1.[CH3:33][OH:34].[H:31][H:32]>>[OH:8][c:9]1[cH:10][cH:11][c:12]([C:15]2=[C:19]([c:20]3[cH:21][cH:22][c:23]([O:26][CH3:27])[cH:24][cH:25]3)[O:18][C:17]([CH3:28])([CH3:29])[C:16]2=[O:30])[cH:13][cH:14]1. Reactants: O=C1C2=C(CCCC2)C(=O)N1c1cc(OC2CCCC2)c(Cl)cc1F, NC1CCCCC1, c1ccccc1. Yields the product O=C(Nc1cc(OC2CCCC2)c(Cl)cc1F)C1=C(C(=O)NC2CCCCC2)CCCC1. RXN SMILES: [F:1][c:2]1[c:3]([N:15]2[C:16](=[O:25])[C:17]3=[C:18]([C:19]2=[O:20])[CH2:21][CH2:22][CH2:23][CH2:24]3)[cH:4][c:5]([O:9][CH:10]2[CH2:11][CH2:12][CH2:13][CH2:14]2)[c:6]([Cl:8])[cH:7]1.[NH2:26][CH:27]1[CH2:28][CH2:29][CH2:30][CH2:31][CH2:32]1.[cH:33]1[cH:34][cH:35][cH:36][cH:37][cH:38]1>>[F:1][c:2]1[c:3]([NH:15][C:16]([C:17]2=[C:18]([C:19](=[O:20])[NH:26][CH:27]3[CH2:28][CH2:29][CH2:30][CH2:31][CH2:32]3)[CH2:21][CH2:22][CH2:23][CH2:24]2)=[O:25])[cH:4][c:5]([O:9][CH:10]2[CH2:11][CH2:12][CH2:13][CH2:14]2)[c:6]([Cl:8])[cH:7]1. Reactants: FC1=CC=C(C=C1)CCN1C(CCC1=O)=O (1-[2-(4-fluoro-phenyl)-ethyl]-pyrrolidine-2,5-dione), COC(=O)C1=NC=CC=C1C(=O)OC (pyridine-2,3-dicarboxylic acid dimethyl ester), [H-].[Na+] (sodium hydride), oil, ( 200 ), Cl (HCl). The solvent is O1CCCC1 (tetrahydrofuran), CO (methanol), C(C)OCC (diethylether). Conditions: temperature 80 celsius, time 8 hour. Yields the product FC1=CC=C(C=C1)CCN1C(C=2C(=C3C=CC=NC3=C(C2C1=O)O)O)=O (7-[2-(4-fluoro-phenyl)-ethyl]-5,9-dihydroxy-pyrrolo[3,4-g]quinoline-6,8-dione). The yield is 58.0%. Reaction SMILES: [F:1][C:2]1[CH:7]=[CH:6][C:5]([CH2:8][CH2:9][N:10]2[C:14](=[O:15])[CH2:13][CH2:12][C:11]2=[O:16])=[CH:4][CH:3]=1.C[O:18][C:19]([C:21]1[C:26]([C:27](OC)=[O:28])=[CH:25][CH:24]=[CH:23][N:22]=1)=O.[H-].[Na+].Cl>O1CCCC1.C(OCC)C.CO>[F:1][C:2]1[CH:3]=[CH:4][C:5]([CH2:8][CH2:9][N:10]2[C:14](=[O:15])[C:13]3[C:19]([OH:18])=[C:21]4[C:26]([CH:25]=[CH:24][CH:23]=[N:22]4)=[C:27]([OH:28])[C:12]=3[C:11]2=[O:16])=[CH:6][CH:7]=1 |f:2.3|. Procedure details: To 1-[2-(4-Fluoro-phenyl)-ethyl]-pyrrolidine-2,5-dione 309 (270 mg, 1.22 mmol and pyridine-2,3-dicarboxylic acid dimethyl ester (261.6 mg, 1.34 mmol) dissolved in tetrahydrofuran (12.0 ml) and methanol (1.4 ml) was added a 60% dispersion of sodium hydride in mineral oil (108 mg, 2.7 mmol). The reaction mixture was warmed to 80° C. and kept at 80° C. with stirring overnight. The reaction mixture was then placed in an ice bath and titrated to a pH of 4 with 1 M HCl. Two hundred (200) ml of diethyl... The reactants are S1CNC2=C1C=CC=C2 (2,3-dihydro-1,3-benzothiazole), NC1=C(C=CC=C1)S (2-aminobenzenethiol), C=O (formalin), C(#N)C=1C=C(C(=O)Cl)C=C(C1OC)C(F)(F)F (3-cyano-4-methoxy-5-trifluoromethylbenzoylchloride). The solvent is C(Cl)(Cl)Cl (chloroform), C(C)N(CC)CC (triethylamine). Reaction conditions: time 1 hour. Product: C(#N)C=1C=C(C(=O)N2CSC3=C2C=CC=C3)C=C(C1OC)C(F)(F)F (3-(3-cyano-4-methoxy-5-trifluoromethylbenzoyl)-2,3-dihydro-1,3-benzothiazole). As a reaction SMILES: [S:1]1[C:5]2[CH:6]=[CH:7][CH:8]=[CH:9][C:4]=2[NH:3][CH2:2]1.NC1C=CC=CC=1S.C=O.[C:20]([C:22]1[CH:23]=[C:24]([CH:28]=[C:29]([C:33]([F:36])([F:35])[F:34])[C:30]=1[O:31][CH3:32])[C:25](Cl)=[O:26])#[N:21]>C(Cl)(Cl)Cl.C(N(CC)CC)C>[C:20]([C:22]1[CH:23]=[C:24]([CH:28]=[C:29]([C:33]([F:34])([F:36])[F:35])[C:30]=1[O:31][CH3:32])[C:25]([N:3]1[C:4]2[CH:9]=[CH:8][CH:7]=[CH:6][C:5]=2[S:1][CH2:2]1)=[O:26])#[N:21]. Procedure details: 2,3-dihydro-1,3-benzothiazole synthesized from 2-aminobenzenethiol (5.00 g) and 37% formalin (3.0 mL) in the same manner as in the synthesis of Example 1 was dissolved in chloroform (50 mL), and triethylamine (11.1 mL) and 3-cyano-4-methoxy-5-trifluoromethylbenzoylchloride were added to the solution, and then the mixture was stirred at room temperature for 1 hour. The solvent was distilled off under reduced pressure and water was added, and then the mixture was extracted with ethyl acetate. The ... Reactants: 1-carboxylic acid fluorene, C1(=CC=CC=C1)C (toluene), C[Al](C)C (AlMe3), Cl (HCl). Yields the product C1=CC=CC=2C3=CC=CC=C3CC12 (Fluorene). Reaction SMILES: C[Al](C)C.Cl.[C:6]1([CH3:12])[CH:11]=[CH:10][CH:9]=[CH:8][CH:7]=1>>[CH:10]1[C:11]2[CH2:9][C:8]3[C:12](=[CH:10][CH:11]=[CH:6][CH:7]=3)[C:6]=2[CH:7]=[CH:8][CH:9]=1. Reported procedure: About 2 g (0.01 mmol) of 1-carboxylic acid fluorene was suspended in 50 ml of toluene. Then 4.6 ml AlMe3 was added to the solution and the reaction mixture was refluxed for 10 hours. Upon heating, the reaction mixture formed a homogeneous solution. The reaction mixture was cooled to room temperature and then poured into ice cooled diluted aqueous HCl. The organic layer was separated, washed with H2O, and dried over Na2SO4. Then the solvent was removed in vacuo. The colorless residue was extracte...